Task: describe an organic reaction: reactants, conditions, products, and yield. Dataset: the Open Reaction Database (ORD), a public repository of structured organic reaction records Reactants: C(C)(C)(C)OC(NC1=C(C=C(C=C1)[Sn](CCCC)(CCCC)CCCC)[N+](=O)[O-])=O ((2-nitro-4-tributylstannanyl-phenyl)-carbamic acid tert.-butyl ester), BrC=1SC=CN1 (2-bromothiazole). The product is C(C)(C)(C)OC(NC1=C(C=C(C=C1)C=1SC=CN1)[N+](=O)[O-])=O ((2-Nitro-4-thiazol-2-yl-phenyl)-carbamic acid tert.-butyl ester). Isolated yield 26.2%. RXN SMILES: [C:1]([O:5][C:6](=[O:30])[NH:7][C:8]1[CH:13]=[CH:12][C:11]([Sn](CCCC)(CCCC)CCCC)=[CH:10][C:9]=1[N+:27]([O-:29])=[O:28])([CH3:4])([CH3:3])[CH3:2].Br[C:32]1[S:33][CH:34]=[CH:35][N:36]=1>>[C:1]([O:5][C:6](=[O:30])[NH:7][C:8]1[CH:13]=[CH:12][C:11]([C:32]2[S:33][CH:34]=[CH:35][N:36]=2)=[CH:10][C:9]=1[N+:27]([O-:29])=[O:28])([CH3:2])([CH3:3])[CH3:4]. Procedure: Prepared from (2-nitro-4-tributylstannanyl-phenyl)-carbamic acid tert.-butyl ester (Example D2) (1.0 g, 1.9 mmol) and 2-bromothiazole (0.56 mL, 6.27 mmol) according to the general procedure E. Obtained as a yellow solid (160 mg). MS (EI) 321 (M+). The reactants are C1(CC1)COC1=C(C=C(C=C1)C(C)C)C=1C2=C(N=CN1)C(=C(N2COCC[Si](C)(C)C)C)C(=O)O (4-[2-(cyclopropylmethoxy)-5-(propan-2-yl)phenyl]-6-methyl-5-{[2-(trimethylsilyl)ethoxy]methyl}-5H-pyrrolo[3,2-d]pyrimidine-7-carboxylic acid), N[C@H]1CC[C@H](CC1)NC(OC(C)(C)C)=O (tert-butyl cis-(4-amino-cyclohexyl)-carbamate). The product is C(C)(C)(C)OC(N[C@@H]1CC[C@@H](CC1)NC(=O)C1=C(N(C2=C1N=CN=C2C2=C(C=CC(=C2)C(C)C)OCC2CC2)COCC[Si](C)(C)C)C)=O (tert-Butyl(cis-4-{[(4-[2-(cyclopropylmethoxy)-5-(propan-2-yl)phenyl]-6-methyl-5-{[2-(trimethylsilyl)ethoxy]methyl}-5H-pyrrolo[3,2-d]pyrimidin-7-yl)carbonyl]amino}cyclohexyl)carbamate). Reaction SMILES: [CH:1]1([CH2:4][O:5][C:6]2[CH:11]=[CH:10][C:9]([CH:12]([CH3:14])[CH3:13])=[CH:8][C:7]=2[C:15]2[C:16]3[N:23]([CH2:24][O:25][CH2:26][CH2:27][Si:28]([CH3:31])([CH3:30])[CH3:29])[C:22]([CH3:32])=[C:21]([C:33](O)=[O:34])[C:17]=3[N:18]=[CH:19][N:20]=2)[CH2:3][CH2:2]1.[NH2:36][C@@H:37]1[CH2:42][CH2:41][C@H:40]([NH:43][C:44](=[O:50])[O:45][C:46]([CH3:49])([CH3:48])[CH3:47])[CH2:39][CH2:38]1>>[C:46]([O:45][C:44](=[O:50])[NH:43][C@H:40]1[CH2:39][CH2:38][C@@H:37]([NH:36][C:33]([C:21]2[C:17]3[N:18]=[CH:19][N:20]=[C:15]([C:7]4[CH:8]=[C:9]([CH:12]([CH3:14])[CH3:13])[CH:10]=[CH:11][C:6]=4[O:5][CH2:4][CH:1]4[CH2:2][CH2:3]4)[C:16]=3[N:23]([CH2:24][O:25][CH2:26][CH2:27][Si:28]([CH3:30])([CH3:31])[CH3:29])[C:22]=2[CH3:32])=[O:34])[CH2:42][CH2:41]1)([CH3:49])([CH3:47])[CH3:48]. Procedure: Starting from 4-[2-(cyclopropylmethoxy)-5-(propan-2-yl)phenyl]-6-methyl-5-{[2-(trimethylsilyl)ethoxy]methyl}-5H-pyrrolo[3,2-d]pyrimidine-7-carboxylic acid (example D.c15) and commercially available tert-butyl cis-(4-amino-cyclohexyl)-carbamate the title compound is obtained as pale yellow viscous oil. Starting materials: ClC=1C=NC=C(C1C(CN(C(=O)C=1C=NN(C1C(F)(F)F)[C@@H]1C[C@@H]([C@H](CC1)C(=O)OCC)C)CC(C)(C)C)O)Cl ((1S,2S,4S)-ethyl 4-(4-((2-(3,5-dichloropyridin-4-yl)-2-hydroxyethyl)(neopentyl)carbamoyl)-5-(trifluoromethyl)-1H-pyrazol-1-yl)-2-methylcyclohexanecarboxylate), ( 1R,2R,4R )-isomer, CC(=O)OI1(C=2C=CC=CC2C(=O)O1)(OC(=O)C)OC(=O)C (Dess-Martin periodinane). The solvent is C(Cl)Cl (DCM). Reaction conditions: time 2 hour. Yields the product ClC=1C=NC=C(C1C(CN(C(=O)C=1C=NN(C1C(F)(F)F)[C@@H]1C[C@@H]([C@H](CC1)C(=O)OCC)C)CC(C)(C)C)=O)Cl ((1S,2S,4S)-ethyl 4-(4-((2-(3,5-dichloropyridin-4-yl)-2-oxoethyl)(neopentyl)carbamoyl)-5-(trifluoro methyl)-1H-pyrazol-1-yl)-2-methylcyclohexanecarboxylate), ( 1R,2R,4R )-isomer. Yield: 93.0%. RXN SMILES: [Cl:1][C:2]1[CH:3]=[N:4][CH:5]=[C:6]([Cl:40])[C:7]=1[CH:8]([OH:39])[CH2:9][N:10]([CH2:34][C:35]([CH3:38])([CH3:37])[CH3:36])[C:11]([C:13]1[CH:14]=[N:15][N:16]([C@H:22]2[CH2:27][CH2:26][C@H:25]([C:28]([O:30][CH2:31][CH3:32])=[O:29])[C@@H:24]([CH3:33])[CH2:23]2)[C:17]=1[C:18]([F:21])([F:20])[F:19])=[O:12].CC(OI1(OC(C)=O)(OC(C)=O)OC(=O)C2C=CC=CC1=2)=O>C(Cl)Cl>[Cl:1][C:2]1[CH:3]=[N:4][CH:5]=[C:6]([Cl:40])[C:7]=1[C:8](=[O:39])[CH2:9][N:10]([CH2:34][C:35]([CH3:38])([CH3:37])[CH3:36])[C:11]([C:13]1[CH:14]=[N:15][N:16]([C@H:22]2[CH2:27][CH2:26][C@H:25]([C:28]([O:30][CH2:31][CH3:32])=[O:29])[C@@H:24]([CH3:33])[CH2:23]2)[C:17]=1[C:18]([F:20])([F:21])[F:19])=[O:12]. Procedure: To a light-yellow clear solution of (1S,2S,4S)-ethyl 4-(4-((2-(3,5-dichloropyridin-4-yl)-2-hydroxyethyl)(neopentyl)carbamoyl)-5-(trifluoromethyl)-1H-pyrazol-1-yl)-2-methylcyclohexanecarboxylate with its (1R,2R,4R)-isomer (0.4702 g, 0.774 mmol) in DCM (12.90 ml) was added Dess-Martin periodinane (0.492 g, 1.161 mmol). The white cloudy mixture was stirred at room temperature. After 2 h, the mixture was quenched with saturated aqueous NaHCO3 (30 mL) and saturated aqueous Na2S2O3 (30 mL). The reacti... Starting materials: CC(C)(C)OC(=O)N1C(CC(Oc2ccc([N+](=O)[O-])cc2)C(F)(F)F)COC1(C)C, CO, [H][H]. Product: CC(C)(C)OC(=O)N1C(CC(Oc2ccc(N)cc2)C(F)(F)F)COC1(C)C. As a reaction SMILES: [C:1]([CH3:2])([CH3:3])([CH3:4])[O:5][C:6](=[O:7])[N:8]1[C:9]([CH3:29])([CH3:30])[O:10][CH2:11][CH:12]1[CH2:13][CH:14]([C:15]([F:16])([F:17])[F:18])[O:19][c:20]1[cH:21][cH:22][c:23]([N+:26]([O-:27])=[O:28])[cH:24][cH:25]1.[CH3:33][OH:34].[H:31][H:32]>>[C:1]([CH3:2])([CH3:3])([CH3:4])[O:5][C:6](=[O:7])[N:8]1[C:9]([CH3:29])([CH3:30])[O:10][CH2:11][CH:12]1[CH2:13][CH:14]([C:15]([F:16])([F:17])[F:18])[O:19][c:20]1[cH:21][cH:22][c:23]([NH2:26])[cH:24][cH:25]1. The reactants are BrC=1C=NC=C(C1C)OC (3-Bromo-5-methoxy-4-methylpridine), CC(C)(C)[O-].[Na+] (NaOtBu), C=1C=CC(=CC1)P(C=2C=CC=CC2)C3=CC=C4C=CC=CC4=C3C5=C6C=CC=CC6=CC=C5P(C=7C=CC=CC7)C=8C=CC=CC8 (BINAP), C(C1=CC=CC=C1)(C1=CC=CC=C1)=N (benzhydrylideneamine). The reagents and catalysts are C=1C=CC(=CC1)/C=C/C(=O)/C=C/C2=CC=CC=C2.C=1C=CC(=CC1)/C=C/C(=O)/C=C/C2=CC=CC=C2.C=1C=CC(=CC1)/C=C/C(=O)/C=C/C2=CC=CC=C2.[Pd].[Pd] (Pd2(dba)3). Run in C1(=CC=CC=C1)C (toluene). Conditions: temperature 150 celsius. The product is COC=1C(=C(C=NC1)N=C(C1=CC=CC=C1)C1=CC=CC=C1)C (5-methoxy-4-methyl-N-(diphenymethylene)pyridine-3-amine). Reaction SMILES: Br[C:2]1[CH:3]=[N:4][CH:5]=[C:6]([O:9][CH3:10])[C:7]=1[CH3:8].CC([O-])(C)C.[Na+].C1C=CC(P(C2C(C3C(P(C4C=CC=CC=4)C4C=CC=CC=4)=CC=C4C=3C=CC=C4)=C3C(C=CC=C3)=CC=2)C2C=CC=CC=2)=CC=1.[C:63](=[NH:76])([C:70]1[CH:75]=[CH:74][CH:73]=[CH:72][CH:71]=1)[C:64]1[CH:69]=[CH:68][CH:67]=[CH:66][CH:65]=1>C1(C)C=CC=CC=1.C1C=CC(/C=C/C(/C=C/C2C=CC=CC=2)=O)=CC=1.C1C=CC(/C=C/C(/C=C/C2C=CC=CC=2)=O)=CC=1.C1C=CC(/C=C/C(/C=C/C2C=CC=CC=2)=O)=CC=1.[Pd].[Pd]>[CH3:10][O:9][C:6]1[C:7]([CH3:8])=[C:2]([N:76]=[C:63]([C:64]2[CH:69]=[CH:68][CH:67]=[CH:66][CH:65]=2)[C:70]2[CH:75]=[CH:74][CH:73]=[CH:72][CH:71]=2)[CH:3]=[N:4][CH:5]=1 |f:1.2,6.7.8.9.10|. Procedure: 3-Bromo-5-methoxy-4-methylpridine (0.76 g) was placed in a single neck round bottom flask with NaOtBu (1.4 eq), BINAP (0.8 eq), Pd2(dba)3 (0.25 eq), and benzhydrylideneamine (1 eq) in toluene 20 ml, and refluxed at 150° C. for 4 h. The reaction was partitioned between water and EtOAc, and the EtOAc layer dried over Na2SO4. The product was purified by SGC (EtOAc/ Hexane) affording 5-methoxy-4-methyl-N-(diphenymethylene)pyridine-3-amine. MS (ESI+) for m/z 302 [M+H]+. Starting materials: CN(C)C=O, Clc1ccc(OCCN2CCOCC2)c(C2CCCCC2)c1, [Li], C1CCOC1, c1ccc2ccccc2c1. The product is O=Cc1ccc(OCCN2CCOCC2)c(C2CCCCC2)c1. RXN SMILES: [CH3:34][N:35]([CH:36]=[O:37])[CH3:38].[CH:12]1([c:18]2[cH:19][c:20]([Cl:33])[cH:21][cH:22][c:23]2[O:24][CH2:25][CH2:26][N:27]2[CH2:28][CH2:29][O:30][CH2:31][CH2:32]2)[CH2:13][CH2:14][CH2:15][CH2:16][CH2:17]1.[Li:11].[O:39]1[CH2:40][CH2:41][CH2:42][CH2:43]1.[cH:1]1[cH:2][c:3]2[c:4]([cH:5][cH:6][cH:7][cH:8]2)[cH:9][cH:10]1>>[CH:12]1([c:18]2[cH:19][c:20]([CH:36]=[O:37])[cH:21][cH:22][c:23]2[O:24][CH2:25][CH2:26][N:27]2[CH2:28][CH2:29][O:30][CH2:31][CH2:32]2)[CH2:13][CH2:14][CH2:15][CH2:16][CH2:17]1. Reactants: CC(O)c1ccccc1Br, CS(C)=O, [Cu]I, O=S([O-])c1ccc2cc(-c3ccc(F)cc3)ccc2c1, N, [Na+], O. Yields the product CC(O)c1ccccc1S(=O)(=O)c1ccc2cc(-c3ccc(F)cc3)ccc2c1. Reaction SMILES: [Br:22][c:23]1[c:24]([CH:29]([CH3:30])[OH:31])[cH:25][cH:26][cH:27][cH:28]1.[CH3:34][S:35](=[O:36])[CH3:37].[Cu:38][I:39].[F:1][c:2]1[cH:3][cH:4][c:5](-[c:8]2[cH:9][c:10]3[cH:11][cH:12][c:13]([S:18](=[O:19])[O-:20])[cH:14][c:15]3[cH:16][cH:17]2)[cH:6][cH:7]1.[NH3:33].[Na+:21].[OH2:32]>>[F:1][c:2]1[cH:3][cH:4][c:5](-[c:8]2[cH:9][c:10]3[cH:11][cH:12][c:13]([S:18](=[O:19])(=[O:20])[c:23]4[c:24]([CH:29]([CH3:30])[OH:31])[cH:25][cH:26][cH:27][cH:28]4)[cH:14][c:15]3[cH:16][cH:17]2)[cH:6][cH:7]1. Reactants: CN(C)C=O, O=[N+]([O-])c1ccc(Cl)nc1, [H-], [Na+], O, OCc1ccccn1. The product is O=[N+]([O-])c1ccc(OCc2ccccn2)nc1. Reaction SMILES: [CH3:22][N:23]([CH3:24])[CH:25]=[O:26].[Cl:11][c:12]1[n:13][cH:14][c:15]([N+:18](=[O:19])[O-:20])[cH:16][cH:17]1.[H-:9].[Na+:10].[OH2:21].[n:1]1[c:2]([CH2:7][OH:8])[cH:3][cH:4][cH:5][cH:6]1>>[n:1]1[c:2]([CH2:7][O:8][c:12]2[n:13][cH:14][c:15]([N+:18](=[O:19])[O-:20])[cH:16][cH:17]2)[cH:3][cH:4][cH:5][cH:6]1. Reactants: C(CCC)N1SC2=NC3=C(N2C1=O)C=CC=C3 (2-butyl-1,2,4-thiadiazolo[4,5-a]benzimidazole-3(2H)-one), BrC(C#N)(C1=NC=CC=C1)Br (dibromo(2-pyridyl)acetonitrile). Run in ClCCl (dichloromethane). Product: BrC(C1=NSC2=NC3=C(N21)C=CC=C3)(C3=NC=CC=C3)Br (3-[dibromo(2-pyridyl)methyl]-1,2,4-thiadiazolo[4,5-a]benzimidazole). Yield: 80.3%. RXN SMILES: C([N:5]1[C:12](=O)[N:11]2[C:7](=[N:8][C:9]3[CH:17]=[CH:16][CH:15]=[CH:14][C:10]=32)[S:6]1)CCC.[Br:18][C:19]([Br:28])([C:22]1[CH:27]=[CH:26][CH:25]=[CH:24][N:23]=1)C#N>ClCCl>[Br:18][C:19]([Br:28])([C:22]1[CH:27]=[CH:26][CH:25]=[CH:24][N:23]=1)[C:12]1[N:11]2[C:7](=[N:8][C:9]3[CH:17]=[CH:16][CH:15]=[CH:14][C:10]=32)[S:6][N:5]=1. Reported procedure: A mixture of 2-butyl-1,2,4-thiadiazolo[4,5-a]benzimidazole-3(2H)-one (2.0 g, 8.1 mmol) and dibromo(2-pyridyl)acetonitrile (4.91 g, 17.8 mmol) in 50 mL of dichloromethane was heated to reflux for 16 h. After cooling to room temperature, the precipitate was filtered, washed with dichloromethane and dried to give 2.76 g (80%) of the title compound as a light-brown solid: mp 195° C. (dec); 1H NMR (CDCl3) δ8.25 (m, 2H), 7.96 (dt, 1H), 7.76 (d, 1H), 7.32 (m, 2H), 6.95 (t, 1H), 6.92 (s, 1H) ppm; 13C NM...